From a dataset of the Open Reaction Database (ORD), a public repository of structured organic reaction records. describe an organic reaction: reactants, conditions, products, and yield The reactants are COC=1C=C(C=C(C1OCCC)SC)C(C(=O)OCC)(CCC(C(=O)OCC)(C1=CC(=C(C(=C1)OC)OC)OC)C#N)C#N (diethyl 2-(3-methoxy-5-(methylthio)-4-propoxyphenyl)-2,5-dicyano-5-(3,4,5-trimethoxyphenyl)-1,6-hexanedioate), [OH-].[K+] (potassium hydroxide). The solvent is C(C)O (ethanol). Run at temperature 95 celsius, time 8 hour. Product: COC=1C=C(C=C(C1OC)OC)C(CCCC#N)C#N (5-(3,4,5-trimethoxyphenyl)-1,6-hexanedinitrile). Yield: 66.0%. Reaction SMILES: COC1C=C([C:15]([C:43]#[N:44])([CH2:21][CH2:22][C:23]([C:41]#[N:42])([C:29]2[CH:34]=[C:33]([O:35][CH3:36])[C:32]([O:37][CH3:38])=[C:31]([O:39][CH3:40])[CH:30]=2)C(OCC)=O)C(OCC)=O)C=C(SC)C=1OCCC.[OH-].[K+]>C(O)C>[CH3:40][O:39][C:31]1[CH:30]=[C:29]([CH:23]([C:41]#[N:42])[CH2:22][CH2:21][CH2:15][C:43]#[N:44])[CH:34]=[C:33]([O:35][CH3:36])[C:32]=1[O:37][CH3:38] |f:1.2|. Procedure details: To a solution of diethyl 2-(3-methoxy-5-(methylthio)-4-propoxyphenyl)-2,5-dicyano-5-(3,4,5-trimethoxyphenyl)-1,6-hexanedioate (12.0 g, 0.019 mol) in ethanol (250 ml) was added potassium hydroxide (4.4 g, 0.079 mol). The reaction was heated to 95° C. for 20 minutes, then filtered, and the filtrate concentrated. Methanol (300 ml) was added to the residue, and the solution was stirred at room temperature overnight. The reaction was filtered and the precipitate dried to yield 2-(3-methoxy-5-methylth... The reactants are aldehyde, C1(CCCC1)OC1(CC(C=O)=CC=C1)OC (3-cyclopentyloxy-3-methoxybenzaldehyde), C1(CCCC1)OC=1C=C(C=O)C=CC1OC (3-cyclopentyloxy-4-methoxybenzaldehyde), NC1=NNC=C1C(=O)OCC (ethyl 3-aminopyrazole 4-carboxylate), C1(CCCC1)OC=1C=C(C=O)C=CC1OC (3-cyclopentyloxy-4-methoxybenzaldehyde), C(#N)[BH3-].[Na+] (sodium cyanoborohydride), C(C)(=O)[O-].[Na+] (sodium acetate), C1(CCCC1)OC=1C=C(C=O)C=CC1OC (3-cyclopentyloxy-4-methoxy-benzaldehyde). Solvent: C(C)(=O)O (acetic acid), C(C)(=O)O (acetic acid), CO.C(Cl)Cl (methanol methylene chloride), C(C)(=O)O (acetic acid), CO (methanol), C(C)(=O)O (acetic acid), CO (methanol), C(C)(=O)O (acetic acid). Reaction conditions: time 24 hour. Product: C1(CCCC1)OC=1C=C(CNC2=NNC=C2C(=O)OCC)C=CC1OC (ethyl 3-(3-cyclopentyloxy-4-methoxybenzyl-amino)pyrazole-4-carboxylate). RXN SMILES: [NH2:1][C:2]1[C:6]([C:7]([O:9][CH2:10][CH3:11])=[O:8])=[CH:5][NH:4][N:3]=1.[CH:12]1([O:17][C:18]2[CH:19]=[C:20]([CH:23]=[CH:24][C:25]=2[O:26][CH3:27])[CH:21]=O)[CH2:16][CH2:15][CH2:14][CH2:13]1.C([BH3-])#N.[Na+].C([O-])(=O)C.[Na+].C1(OC2(OC)C=CC=C(C=O)C2)CCCC1>CO.C(O)(=O)C.CO.C(Cl)Cl>[CH:12]1([O:17][C:18]2[CH:19]=[C:20]([CH:23]=[CH:24][C:25]=2[O:26][CH3:27])[CH2:21][NH:1][C:2]2[C:6]([C:7]([O:9][CH2:10][CH3:11])=[O:8])=[CH:5][NH:4][N:3]=2)[CH2:13][CH2:14][CH2:15][CH2:16]1 |f:2.3,4.5,9.10|. Procedure details: solution of ethyl 3-aminopyrazole 4-carboxylate (70 g, 0.45 mol) and 3-cyclopentyloxy-4-methoxybenzaldehyde (100 g, 0.45 mol) in methanol (400 mL) was treated with sodium cyanoborohydride (19.0 g, 0.30 mol) and sodium acetate (2.0 g, 0.024 mol) in a stirred reaction vessel equipped with pH stat attached to a syringe pump and a syringe filled with 3N acetic acid in methanol. The pH stat was set to maintain pH 7. The acetic acid solutias the react as the reaction proceeded. After 24 hours, 169 mL ... Starting materials: COC(=O)C1NCCC1O, Cc1c(N=C=O)ccc(C#N)c1Cl, Cl. As a reaction SMILES: [CH3:2][O:3][C:4](=[O:5])[CH:6]1[NH:7][CH2:8][CH2:9][CH:10]1[OH:11].[Cl:12][c:13]1[c:14]([C:15]#[N:16])[cH:17][cH:18][c:19]([N:22]=[C:23]=[O:24])[c:20]1[CH3:21].[ClH:1]>>[C:4]1(=[O:5])[CH:6]2[N:7]([CH2:8][CH2:9][CH:10]2[OH:11])[C:23](=[O:24])[N:22]1[c:19]1[cH:18][cH:17][c:14]([C:15]#[N:16])[c:13]([Cl:12])[c:20]1[CH3:21]. The product is Cc1c(N2C(=O)C3C(O)CCN3C2=O)ccc(C#N)c1Cl. The reactants are C(C1=CC=CC=C1)OC1=CC=CC(=C1)F (2-benzyloxy-4-fluorobenzene), [Mg] (magnesium), CN(C)C=O (DMF). Reagents/catalysts: C(C1=CC=CC=C1)OC1=CC=CC(=C1)F (2-benzyloxy-4-fluorobenzene). The solvent is C1CCOC1 (THF). Run at temperature 25 celsius. Yields the product C(C1=CC=CC=C1)OC1=C(C=O)C=CC(=C1)F (2-benzyloxy-4-fluorobenzaldehyde). RXN SMILES: [Mg].[CH2:2]([O:9][C:10]1[CH:15]=[C:14]([F:16])[CH:13]=[CH:12][CH:11]=1)[C:3]1[CH:8]=[CH:7][CH:6]=[CH:5][CH:4]=1.CN([CH:20]=[O:21])C>C1COCC1.C(OC1C=C(F)C=CC=1)C1C=CC=CC=1>[CH2:2]([O:9][C:10]1[CH:15]=[C:14]([F:16])[CH:13]=[CH:12][C:11]=1[CH:20]=[O:21])[C:3]1[CH:4]=[CH:5][CH:6]=[CH:7][CH:8]=1. Procedure: To a slurry of magnesium (9.52 g, 0.39 mol) in THF (25 mL) in a 1 L round bottom flask fitted with a condenser was added the intermediate obtained in Step A (1 g). A vigorous reflux commenced at once. To this refluxing mixture was added a solution of the intermediate from Step A (109 g) at a rate which maintained reflux. After completion of addition the reaction was allowed to proceed until it cooled to 25° C. and was then heated at reflux for 1 h. The reaction was allowed to cool to 25° C. and ... Starting materials: COC=1C=C(C=CC1OC)CCN1C(NC2=C(C1=O)C=C(S2)CC)=O (3-[2-(3,4-dimethoxyphenyl)ethyl]-6-ethylthieno[2,3-d]pyrimidine-2,4(1H,3H)-dione), BrCC1=CC=C(C=C1)C1=C(C=CC=C1)C1=NOC(=N1)C(Cl)(Cl)Cl (3-[4′-(bromomethyl)biphenyl-2-yl]-5-(trichloromethyl)-1,2,4-oxadiazole), C([O-])([O-])=O.[K+].[K+] (potassium carbonate), CN(C=O)C (N,N-dimethylformamide). Solvent: C(C)(=O)OCC (ethyl acetate). Conditions: time 2 hour. The product is COC=1C=C(C=CC1OC)CCN1C(N(C2=C(C1=O)C=C(S2)CC)CC2=CC=C(C=C2)C2=C(C=CC=C2)C2=NOC(N2)=O)=O (3-[2-(3,4-dimethoxyphenyl)ethyl]-6-ethyl-1-{[2′-(5-oxo-4,5-dihydro-1,2,4-oxadiazol-3-yl)biphenyl-4-yl]methyl}thieno[2,3-d]pyrimidine-2,4(1H,3H)-dione). Yield: 70.8%. RXN SMILES: [CH3:1][O:2][C:3]1[CH:4]=[C:5]([CH2:11][CH2:12][N:13]2[C:18](=[O:19])[C:17]3[CH:20]=[C:21]([CH2:23][CH3:24])[S:22][C:16]=3[NH:15][C:14]2=[O:25])[CH:6]=[CH:7][C:8]=1[O:9][CH3:10].Br[CH2:27][C:28]1[CH:33]=[CH:32][C:31]([C:34]2[CH:39]=[CH:38][CH:37]=[CH:36][C:35]=2[C:40]2[N:44]=[C:43](C(Cl)(Cl)Cl)[O:42][N:41]=2)=[CH:30][CH:29]=1.C(=O)([O-])[O-:50].[K+].[K+].CN(C)C=O>C(OCC)(=O)C>[CH3:1][O:2][C:3]1[CH:4]=[C:5]([CH2:11][CH2:12][N:13]2[C:18](=[O:19])[C:17]3[CH:20]=[C:21]([CH2:23][CH3:24])[S:22][C:16]=3[N:15]([CH2:27][C:28]3[CH:33]=[CH:32][C:31]([C:34]4[CH:39]=[CH:38][CH:37]=[CH:36][C:35]=4[C:40]4[NH:44][C:43](=[O:50])[O:42][N:41]=4)=[CH:30][CH:29]=3)[C:14]2=[O:25])[CH:6]=[CH:7][C:8]=1[O:9][CH3:10] |f:2.3.4|. Reported procedure: A mixture of 3-[2-(3,4-dimethoxyphenyl)ethyl]-6-ethylthieno[2,3-d]pyrimidine-2,4(1H,3H)-dione (0.25 g), 3-[4′-(bromomethyl)biphenyl-2-yl]-5-(trichloromethyl)-1,2,4-oxadiazole (0.36 g), potassium carbonate (0.12 g) and N,N-dimethylformamide (10 mL) was stirred at room temperature for 2 hr. The reaction mixture was diluted with ethyl acetate, washed successively with 5% aqueous potassium hydrogensulfate solution and saturated brine, and dried over anhydrous magnesium sulfate. The solvent was evapo... Reactants: CCOC(=O)c1cn(N)c2nc(C)ccc2c1=O, [Na+], [OH-], O. Product: Cc1ccc2c(=O)c(C(=O)O)cn(N)c2n1. Reaction SMILES: [NH2:1][n:2]1[cH:3][c:4]([C:14](=[O:15])[O:16][CH2:17][CH3:18])[c:5](=[O:13])[c:6]2[cH:7][cH:8][c:9]([CH3:12])[n:10][c:11]12.[Na+:20].[OH-:19].[OH2:21]>>[NH2:1][n:2]1[cH:3][c:4]([C:14](=[O:15])[OH:16])[c:5](=[O:13])[c:6]2[cH:7][cH:8][c:9]([CH3:12])[n:10][c:11]12. Reactants: Cc1c(CC(C)C)csc1C#N, CO, Cl, NO, [Na+], O=C([O-])O. Product: Cc1c(CC(C)C)csc1C(=N)NO. As a reaction SMILES: [CH2:1]([CH:2]([CH3:3])[CH3:4])[c:5]1[c:6]([CH3:12])[c:7]([C:10]#[N:11])[s:8][cH:9]1.[CH3:21][OH:22].[ClH:18].[NH2:19][OH:20].[Na+:17].[O-:13][C:14]([OH:15])=[O:16]>>[CH2:1]([CH:2]([CH3:3])[CH3:4])[c:5]1[c:6]([CH3:12])[c:7]([C:10](=[NH:11])[NH:19][OH:20])[s:8][cH:9]1.